Dataset: the Open Reaction Database (ORD), a public repository of structured organic reaction records. Task: describe an organic reaction: reactants, conditions, products, and yield Starting materials: C1(=CC=C(C=C1)OC1=CC=C(C=C1)[N+](=O)[O-])C1=CC=CC=C1 (4-(biphenyl-4-oxy)-1-nitrobenzene). Reagents/catalysts: [Pd] (Pd/C). Run in CCOC(=O)C (EtOAc). Product: C1(=CC=C(C=C1)OC1=CC=C(N)C=C1)C1=CC=CC=C1 (4-(biphenyl-4-oxy)aniline). Reaction SMILES: [C:1]1([C:17]2[CH:22]=[CH:21][CH:20]=[CH:19][CH:18]=2)[CH:6]=[CH:5][C:4]([O:7][C:8]2[CH:13]=[CH:12][C:11]([N+:14]([O-])=O)=[CH:10][CH:9]=2)=[CH:3][CH:2]=1>CCOC(C)=O.[Pd]>[C:1]1([C:17]2[CH:22]=[CH:21][CH:20]=[CH:19][CH:18]=2)[CH:6]=[CH:5][C:4]([O:7][C:8]2[CH:13]=[CH:12][C:11]([NH2:14])=[CH:10][CH:9]=2)=[CH:3][CH:2]=1. Procedure: The nitro intermediate (10 mmol) obtained above was dissolved in EtOAc (40 mL) and hydrogenated in the presence of 10% Pd/C (360 mg) until completion, as indicated by TLC or HPLC. The reaction mixture was then filtered to remove the catalyst. The solvent was removed in vacuo to afford the desired 4-(biphenyl-4-oxy)aniline, which was used directly for further transformation without further purification. Reactants: CS(C)=O, N#Cc1c(F)cccc1Nc1ccccc1, [H-], [Na+], [Na+], [O-]c1ccccc1, C1CCOC1, Oc1ccccc1. Product: N#Cc1c(Nc2ccccc2)cccc1Oc1ccccc1. Reaction SMILES: [CH3:39][S:40](=[O:41])[CH3:42].[F:18][c:19]1[c:20]([C:21]#[N:22])[c:23]([NH:27][c:28]2[cH:29][cH:30][cH:31][cH:32][cH:33]2)[cH:24][cH:25][cH:26]1.[H-:16].[Na+:17].[Na+:8].[O-:1][c:2]1[cH:3][cH:4][cH:5][cH:6][cH:7]1.[O:34]1[CH2:35][CH2:36][CH2:37][CH2:38]1.[OH:9][c:10]1[cH:11][cH:12][cH:13][cH:14][cH:15]1>>[O:1]([c:2]1[cH:3][cH:4][cH:5][cH:6][cH:7]1)[c:19]1[c:20]([C:21]#[N:22])[c:23]([NH:27][c:28]2[cH:29][cH:30][cH:31][cH:32][cH:33]2)[cH:24][cH:25][cH:26]1. Starting materials: N (ammonia), O.P(=O)([O-])([O-])[O-].[K+].[K+].[K+] (potassium phosphate monohydrate), ClC1=CC=C(C=C1)C=1C=CC(=NC1)C#CC1=CC=C(C=C1)I (5-(4-chlorophenyl)-2-(4-iodophenylethynyl)pyridine), NC[C@H]1N(CCC1)C(=O)OC(C)(C)C (tert-butyl (S)-2-aminomethylpyrrolidine-1-carboxylate), C(C)N(C(C=1C(O)=CC=CC1)=O)CC (N,N-diethylsalicylamide). The reagents and catalysts are [Cu]I (CuI). Run in CCOC(=O)C (EtOAc), CN(C)C=O (DMF). Reaction conditions: temperature 100 celsius, time 16 hour. Product: ClC1=CC=C(C=C1)C=1C=CC(=NC1)C#CC1=CC=C(C=C1)NC[C@H]1N(CCC1)C(=O)OC(C)(C)C (tert-butyl (S)-2-({4-[5-(4-chlorophenyl)pyridin-2-ylethynyl]phenylamino}methyl)pyrrolidine-1-carboxylate). Reaction SMILES: O.P([O-])([O-])([O-])=O.[K+].[K+].[K+].[Cl:10][C:11]1[CH:16]=[CH:15][C:14]([C:17]2[CH:18]=[CH:19][C:20]([C:23]#[C:24][C:25]3[CH:30]=[CH:29][C:28](I)=[CH:27][CH:26]=3)=[N:21][CH:22]=2)=[CH:13][CH:12]=1.[NH2:32][CH2:33][C@@H:34]1[CH2:38][CH2:37][CH2:36][N:35]1[C:39]([O:41][C:42]([CH3:45])([CH3:44])[CH3:43])=[O:40].C(N(CC)C(=O)C1C(=CC=CC=1)O)C.N>CN(C=O)C.[Cu]I.CCOC(C)=O>[Cl:10][C:11]1[CH:16]=[CH:15][C:14]([C:17]2[CH:18]=[CH:19][C:20]([C:23]#[C:24][C:25]3[CH:30]=[CH:29][C:28]([NH:32][CH2:33][C@@H:34]4[CH2:38][CH2:37][CH2:36][N:35]4[C:39]([O:41][C:42]([CH3:45])([CH3:44])[CH3:43])=[O:40])=[CH:27][CH:26]=3)=[N:21][CH:22]=2)=[CH:13][CH:12]=1 |f:0.1.2.3.4|. Procedure: 4.90 g (20.00 mmol) of potassium phosphate monohydrate were added under argon to a mixture of 4.16 g (10.00 mmol) of 5-(4-chlorophenyl)-2-(4-iodophenylethynyl)pyridine, 3.10 g (15.00 mmol) of tert-butyl (S)-2-aminomethylpyrrolidine-1-carboxylate, 194 mg (1.00 mmol) of CuI, 0.77 g (4.00 mmol) of N,N-diethylsalicylamide in 10 mL of DMF and the mixture was stirred for 16 hours at 100° C. The reaction mixture was combined with 100 mL of 5% aqueous ammonia, stirred, and the precipitate was filtered o... Starting materials: CCCCOc1ccc(C=O)cc1, CC(=O)[O-], CC(=O)O, C[N+](=O)[O-], [NH4+]. Yields the product CCCCOc1ccc(C=C[N+](=O)[O-])cc1. As a reaction SMILES: [CH2:1]([CH2:2][CH2:3][CH3:4])[O:5][c:6]1[cH:7][cH:8][c:9]([CH:10]=[O:11])[cH:12][cH:13]1.[CH3:19][C:20](=[O:21])[O-:22].[CH3:23][C:24](=[O:25])[OH:26].[N+:14](=[O:15])([O-:16])[CH3:17].[NH4+:18]>>[CH2:1]([CH2:2][CH2:3][CH3:4])[O:5][c:6]1[cH:7][cH:8][c:9]([CH:10]=[CH:17][N+:14](=[O:15])[O-:16])[cH:12][cH:13]1. The reactants are COC(CC1=C(C=CC=C1)NS(=O)(=O)C1=CC(=C(C=C1)Cl)Cl)=O (2-(2-(3,4-Dichlorophenylsulfonamido)phenyl)acetic acid methyl ester), CI (methyl iodide), C(=O)([O-])[O-].[K+].[K+] (K2CO3). Solvent: CC(=O)C (acetone). Conditions: time 8 hour. Yields the product COC(CC1=C(C=CC=C1)N(S(=O)(=O)C1=CC(=C(C=C1)Cl)Cl)C)=O (2-(2-(3,4-Dichloro-N-methylphenylsulfonamido)phenyl)-acetic acid methyl ester). As a reaction SMILES: [CH3:1][O:2][C:3](=[O:23])[CH2:4][C:5]1[CH:10]=[CH:9][CH:8]=[CH:7][C:6]=1[NH:11][S:12]([C:15]1[CH:20]=[CH:19][C:18]([Cl:21])=[C:17]([Cl:22])[CH:16]=1)(=[O:14])=[O:13].CI.[C:26]([O-])([O-])=O.[K+].[K+]>CC(C)=O>[CH3:1][O:2][C:3](=[O:23])[CH2:4][C:5]1[CH:10]=[CH:9][CH:8]=[CH:7][C:6]=1[N:11]([CH3:26])[S:12]([C:15]1[CH:20]=[CH:19][C:18]([Cl:21])=[C:17]([Cl:22])[CH:16]=1)(=[O:14])=[O:13] |f:2.3.4|. Procedure details: 2-(2-(3,4-Dichlorophenylsulfonamido)phenyl)acetic acid methyl ester (14.3 g, 38.21 mmol) and methyl iodide (8.2 ml, 132.25 mmol) were dissolved in acetone (300 ml); K2CO3 (7.3 g, 52.90 mmol) was added thereto, and stirring was carried out overnight at 40° C. in a closed flask. The suspension was cooled and then filtered, concentrated, filtered over silica gel (eluant DCM) and concentrated. The reactants are CO[NH3+], [Cl-], CN(C)C=O, O, COC1=CC(=O)c2c(O)c3c(c(O)c2C1=O)C(=O)C1(CCc2cc4cc(C=O)[nH]c(=O)c4c(O)c21)C3=O, c1ccncc1. Product: CON=Cc1cc2cc3c(c(O)c2c(=O)[nH]1)C1(CC3)C(=O)c2c(O)c3c(c(O)c2C1=O)C(=O)C(OC)=CC3=O. RXN SMILES: [CH3:39][O:40][NH3+:41].[Cl-:38].[O:49]=[CH:50][N:51]([CH3:52])[CH3:53].[OH2:48].[OH:1][c:2]1[c:3]2[c:4]([c:5]([OH:16])[c:6]3[c:11]1[C:10](=[O:12])[C:9]([O:13][CH3:14])=[CH:8][C:7]3=[O:15])[C:17](=[O:37])[C:18]1([CH2:19][CH2:20][c:21]3[cH:22][c:23]4[cH:24][c:25]([CH:33]=[O:34])[nH:26][c:27](=[O:32])[c:28]4[c:29]([OH:31])[c:30]31)[C:35]2=[O:36].[cH:42]1[cH:43][cH:44][n:45][cH:46][cH:47]1>>[OH:1][c:2]1[c:3]2[c:4]([c:5]([OH:16])[c:6]3[c:11]1[C:10](=[O:12])[C:9]([O:13][CH3:14])=[CH:8][C:7]3=[O:15])[C:17](=[O:37])[C:18]1([CH2:19][CH2:20][c:21]3[cH:22][c:23]4[cH:24][c:25]([CH:33]=[N:41][O:40][CH3:39])[nH:26][c:27](=[O:32])[c:28]4[c:29]([OH:31])[c:30]31)[C:35]2=[O:36]. The reactants are O (water), BrCCCN1C(C=2C(C1=O)=CC=CC2)=O (N-(3-bromopropyl)phthalimide), C([O-])([O-])=O.[K+].[K+] (potassium carbonate), OC1=C(C=C(C=C1)C1=CC=C(C=C1)C(=O)OCC)C1=CC=2C(CCC(C2C=C1)(C)C)(C)C (ethyl 4′-hydroxy-3′-(5,5,8,8-tetramethyl-5,6,7,8-tetrahydronaphth-2-yl)biphenyl-4-carboxylate). Solvent: CC(=O)C (acetone). Reaction conditions: time 8 hour. The product is O=C1N(C(C2=CC=CC=C12)=O)CCCOC1=C(C=C(C=C1)C1=CC=C(C=C1)C(=O)OCC)C1=CC=2C(CCC(C2C=C1)(C)C)(C)C (ethyl 4′-[3-(1,3-dioxo-1,3-dihydroisoindol-2-yl)propoxy]-3′-(5,5,8,8-tetramethyl-5,6,7,8-tetrahydronaphth-2-yl)biphenyl-4-carboxylate), solid. The yield is 61.0%. Reaction SMILES: Br[CH2:2][CH2:3][CH2:4][N:5]1[C:9](=[O:10])[C:8]2=[CH:11][CH:12]=[CH:13][CH:14]=[C:7]2[C:6]1=[O:15].C(=O)([O-])[O-].[K+].[K+].[OH:22][C:23]1[CH:28]=[CH:27][C:26]([C:29]2[CH:34]=[CH:33][C:32]([C:35]([O:37][CH2:38][CH3:39])=[O:36])=[CH:31][CH:30]=2)=[CH:25][C:24]=1[C:40]1[CH:49]=[CH:48][C:47]2[C:46]([CH3:51])([CH3:50])[CH2:45][CH2:44][C:43]([CH3:53])([CH3:52])[C:42]=2[CH:41]=1.O>CC(C)=O>[O:15]=[C:6]1[C:7]2[C:8](=[CH:11][CH:12]=[CH:13][CH:14]=2)[C:9](=[O:10])[N:5]1[CH2:4][CH2:3][CH2:2][O:22][C:23]1[CH:28]=[CH:27][C:26]([C:29]2[CH:30]=[CH:31][C:32]([C:35]([O:37][CH2:38][CH3:39])=[O:36])=[CH:33][CH:34]=2)=[CH:25][C:24]=1[C:40]1[CH:49]=[CH:48][C:47]2[C:46]([CH3:51])([CH3:50])[CH2:45][CH2:44][C:43]([CH3:52])([CH3:53])[C:42]=2[CH:41]=1 |f:1.2.3|. Procedure details: 600 mg (2.24 mmol) of N-(3-bromopropyl)phthalimide and 310 mg (2.24 mmol) of potassium carbonate are added to a solution of 800 mg (1.86 mmol) of ethyl 4′-hydroxy-3′-(5,5,8,8-tetramethyl-5,6,7,8-tetrahydronaphth-2-yl)biphenyl-4-carboxylate in 50 ml of acetone. The reaction mixture is stirred overnight at reflux. The reaction is stopped by adding water, and is then extracted with ethyl acetate. The organic phases are combined and dried over sodium sulfate. The solvents are evaporated off. The res... Reactants: [Br-], BrCCBr, CC(=O)OC[Zn+], CC(=O)[O-], CC(=O)[O-], CC(=O)OCBr, [Cl-], Cc1cc2c(F)c(Oc3ccnc(Cl)n3)ccc2[nH]1, [NH4+], CN(C)C=O, [Pd+2], [Zn]. The product is CC(=O)OCc1nccc(Oc2ccc3[nH]c(C)cc3c2F)n1. As a reaction SMILES: [Br-:11].[Br:1][CH2:2][CH2:3][Br:4].[C:12]([O:13][CH2:14][Zn+:15])(=[O:16])[CH3:17].[C:45]([O-:46])(=[O:47])[CH3:48].[C:50]([O-:51])(=[O:52])[CH3:53].[C:5]([CH3:6])(=[O:7])[O:8][CH2:9][Br:10].[Cl-:37].[Cl:18][c:19]1[n:20][cH:21][cH:22][c:23]([O:25][c:26]2[c:27]([F:36])[c:28]3[cH:29][c:30]([CH3:35])[nH:31][c:32]3[cH:33][cH:34]2)[n:24]1.[NH4+:38].[O:39]=[CH:40][N:41]([CH3:42])[CH3:43].[Pd+2:49].[Zn:44]>>[C:5]([CH3:6])(=[O:7])[O:8][CH2:9][c:19]1[n:20][cH:21][cH:22][c:23]([O:25][c:26]2[c:27]([F:36])[c:28]3[cH:29][c:30]([CH3:35])[nH:31][c:32]3[cH:33][cH:34]2)[n:24]1.